From a dataset of the Open Reaction Database (ORD), a public repository of structured organic reaction records. describe an organic reaction: reactants, conditions, products, and yield Starting materials: C1(=CC=CC=C1)CC1C(CCCC1)=CC(=O)O (2-phenylmethyl-1-carboxymethylenecyclohexane), NC1=C(C=CC=C1)S (2-aminothiophenol). Solvent: CN(C=O)C (N,N-dimethylformamide), C(C)(=O)OCC (ethyl acetate). Conditions: temperature 0 celsius. Product: C1(=CC=CC=C1)CC1C2(CCCC1)SC1=C(NC(C2)=O)C=CC=C1 (2'-phenylmethyl-4,5-dihydro-4-oxospiro[1,5-benzothiazepine-2(3H), 1'-cyclohexane]). Yield: 50.0%. Reaction SMILES: [C:1]1([CH2:7][CH:8]2[CH2:13][CH2:12][CH2:11][CH2:10][C:9]2=[CH:14][C:15]([OH:17])=O)[CH:6]=[CH:5][CH:4]=[CH:3][CH:2]=1.[NH2:18][C:19]1[CH:24]=[CH:23][CH:22]=[CH:21][C:20]=1[SH:25]>CN(C)C=O.C(OCC)(=O)C>[C:1]1([CH2:7][CH:8]2[CH2:13][CH2:12][CH2:11][CH2:10][C:9]32[CH2:14][C:15](=[O:17])[NH:18][C:19]2[CH:24]=[CH:23][CH:22]=[CH:21][C:20]=2[S:25]3)[CH:2]=[CH:3][CH:4]=[CH:5][CH:6]=1. Procedure: A mixture of 2-phenylmethyl-1-carboxymethylenecyclohexane (3.0 g) and 2-aminothiophenol (5.0 g) in N,N-dimethylformamide (3 ml) was refluxed for 20 hours under nitrogen atmosphere. The mixture was cooled to 0° C. and diluted with ethyl acetate (30 ml) and the mixture was washed with 1N hydrochloric acid (30 ml), water (30 ml), a saturated aqueous solution of sodium bicarbonate (30 ml) and brine (30 ml). The organic layer was dried over magnesium sulfate and concentrated in vacuo. The residue was...